From a dataset of the Open Reaction Database (ORD), a public repository of structured organic reaction records. describe an organic reaction: reactants, conditions, products, and yield Reactants: C(C=C)N(CC=1SC(=CC1)S(=O)(=O)N1CCC(CC1)OCCCCCC)CC=C (N,N-diallyl-N-[(5-{[4-(hexyloxy)piperidin-1-yl]sulfonyl}thien-2-yl)methyl]amine), CN1C(=O)N(C(=O)CC1=O)C (1,3 Dimethylbarbituric acid), CCN(C(C)C)C(C)C (DIEA), C(C1=CC(=CC=C1)OC)(=O)Cl (3-anisoylchloride). Reagents/catalysts: C=1C=CC(=CC1)[P](C=2C=CC=CC2)(C=3C=CC=CC3)[Pd]([P](C=4C=CC=CC4)(C=5C=CC=CC5)C=6C=CC=CC6)([P](C=7C=CC=CC7)(C=8C=CC=CC8)C=9C=CC=CC9)[P](C=1C=CC=CC1)(C=1C=CC=CC1)C=1C=CC=CC1 (Tetrakis(triphenylphosphine)palladium). Solvent: C(Cl)Cl (CH2Cl2), CCOC(=O)C (EtOAc). Conditions: time 3 hour. Product: C(CCCCC)OC1CCN(CC1)S(=O)(=O)C1=CC=C(S1)CNC(C1=C(C=CC=C1)OC)=O (N-[(5-{[4-(hexyloxy)piperidin-1-yl]sulfonyl}thien-2-yl)methyl]-methoxybenzamide). Isolated yield 36.4%. RXN SMILES: [CH2:1]([N:4](CC=C)[CH2:5][C:6]1[S:7][C:8]([S:11]([N:14]2[CH2:19][CH2:18][CH:17]([O:20][CH2:21][CH2:22][CH2:23][CH2:24][CH2:25][CH3:26])[CH2:16][CH2:15]2)(=[O:13])=[O:12])=[CH:9][CH:10]=1)[CH:2]=[CH2:3].CN1C(=O)CC(=O)N(C)C1=[O:33].CCN(C(C)C)C(C)C.[C:50](Cl)(=O)[C:51]1C=CC=[C:53]([O:57][CH3:58])[CH:52]=1>C(Cl)Cl.C1C=CC([P]([Pd]([P](C2C=CC=CC=2)(C2C=CC=CC=2)C2C=CC=CC=2)([P](C2C=CC=CC=2)(C2C=CC=CC=2)C2C=CC=CC=2)[P](C2C=CC=CC=2)(C2C=CC=CC=2)C2C=CC=CC=2)(C2C=CC=CC=2)C2C=CC=CC=2)=CC=1.CCOC(C)=O>[CH2:21]([O:20][CH:17]1[CH2:18][CH2:19][N:14]([S:11]([C:8]2[S:7][C:6]([CH2:5][NH:4][C:1](=[O:33])[C:2]3[CH:3]=[CH:50][CH:51]=[CH:52][C:53]=3[O:57][CH3:58])=[CH:10][CH:9]=2)(=[O:12])=[O:13])[CH2:15][CH2:16]1)[CH2:22][CH2:23][CH2:24][CH2:25][CH3:26] |^1:67,69,88,107|. Procedure details: A solution of 326a (134 mg, 0.3 mmol), 1,3 Dimethylbarbituric acid (94 mg, 0.6 mmol) and Tetrakis(triphenylphosphine)palladium (12 mg, 0.01 mmol) were stirred under Argon in 3 mL CH2Cl2. The reaction was followed by HPLC until all starting material disappeared. The crude was evaporated to dryness and taken up in dry THF. To this solution was added DIEA (230 ul, 1.5 mmol) and 3-anisoylchloride 0.3 mmol). The reaction was stirred for 3 h, EtOAc was added and the organic layer was extracted with Na... Reactants: C(C)OC=1C=C(C=O)C=CC1OC (3-ethoxy-4-methoxybenzaldehyde), C(C)(C)NO (N-isopropylhydroxylamine). Product: C(C)OC=1C=C(C=CC1OC)C=[N+]([O-])C(C)C (α-(3-Ethoxy-4-methoxyphenyl)-N-isopropylnitrone). RXN SMILES: [CH2:1]([O:3][C:4]1[CH:5]=[C:6]([CH:9]=[CH:10][C:11]=1[O:12][CH3:13])[CH:7]=O)[CH3:2].[CH:14]([NH:17][OH:18])([CH3:16])[CH3:15]>>[CH2:1]([O:3][C:4]1[CH:5]=[C:6]([CH:7]=[N+:17]([CH:14]([CH3:16])[CH3:15])[O-:18])[CH:9]=[CH:10][C:11]=1[O:12][CH3:13])[CH3:2]. Procedure details: The title compound was prepared according to the procedures described in Examples 11 using 3-ethoxy-4-methoxybenzaldehyde and N-isopropylhydroxylamine. The title compound was isolated in 43.9% yield as a solid, m.p. 80.8° C. (Rf =0.15 on a silica gel plate using ethyl acetate as the eluant). Starting materials: FC(C(=O)O)(F)F (trifluoroacetic acid), C(C)N (ethylamine), CS(=O)(=O)OC(C(=O)N1C[C@H]2N(CC1)C[C@@H](C2)OC2=NC=C(N=C2)C2CC2)C2=CC=C(C=C2)C(F)(F)F (2-[(7R,8aS)-7-[(5-cyclopropylpyrazin-2-yl)oxy]hexahydropyrrolo[1,2-a]-pyrazin-2(1H)-yl]-2-oxo-1-[4-(trifluoromethyl)phenyl]ethyl methanesulfonate), FC(CN)F (2,2-difluoroethanamine). Yields the product C1(CC1)C=1N=CC(=NC1)O[C@@H]1C[C@@H]2N(CCN(C2)C(C(C2=CC(=CC=C2)C(F)(F)F)NCC(F)F)=O)C1 (1-[(7R,8aS)-7-[(5-cyclopropylpyrazin-2-yl)oxy]hexahydropyrrolo[1,2-a]-pyrazin-2(1H)-yl]-2-[(2,2-difluoroethyl)amino]-2-[3-(trifluoromethyl)phenyl]ethanone). Reaction SMILES: [F:1][C:2]([F:7])([F:6])[C:3](O)=O.CS(O[CH:13]([C:35]1[CH:40]=C[C:38](C(F)(F)F)=[CH:37][CH:36]=1)[C:14]([N:16]1[CH2:21][CH2:20][N:19]2[CH2:22][C@H:23]([O:25][C:26]3[CH:31]=[N:30][C:29]([CH:32]4[CH2:34][CH2:33]4)=[CH:28][N:27]=3)[CH2:24][C@H:18]2[CH2:17]1)=[O:15])(=O)=O.[F:45][CH:46]([F:49])[CH2:47][NH2:48].C(N)C>>[CH:32]1([C:29]2[N:30]=[CH:31][C:26]([O:25][C@H:23]3[CH2:22][N:19]4[CH2:20][CH2:21][N:16]([C:14](=[O:15])[CH:13]([NH:48][CH2:47][CH:46]([F:49])[F:45])[C:35]5[CH:36]=[CH:37][CH:38]=[C:3]([C:2]([F:7])([F:6])[F:1])[CH:40]=5)[CH2:17][C@@H:18]4[CH2:24]3)=[N:27][CH:28]=2)[CH2:33][CH2:34]1. Procedure details: The title compound was prepared as a trifluoroacetic acid salt according to the procedure described in Example 194B, substituting the product from Example 179A for the product from Example 194A, and substituting 2,2-difluoroethanamine for ethylamine. 1H NMR (300 MHz, CDCl3) δ ppm 0.89-1.07 (m, 4 H) 7.52-7.66 (m, 3 H) 7.67-7.80 (m, 1 H) 7.87-7.97 (m, 1 H) 7.97-8.12 (m, 1 H); MS (ESI) m/z 526 (M+H)+. The reactants are Cl(=O)(=O)(=O)[O-].C1=[NH+]CCC2=CC=CC=C12 (3,4-Dihydroisoquinolinium perchlorate), C(C)(C)=C1S(C2=C(C1=O)C=CC=C2)(=O)=O (2-isopropylidenebenzothien-3-one-1,1-dioxide). Product: Cl(=O)(=O)(=O)[O-].CC=1C2=C([N+]=3CCC4=C(C3C1)C=CC=C4)C4=C(S2(=O)=O)C=CC=C4 (13,14-Dihydro-6-methyl-7,7-dioxobenzo[a]benzothieno[3,2-f]-quinolizinium perchlorate). RXN SMILES: [Cl:1]([O-:5])(=[O:4])(=[O:3])=[O:2].[CH:6]1[C:15]2[C:10](=[CH:11][CH:12]=[CH:13][CH:14]=2)[CH2:9][CH2:8][NH+:7]=1.[C:16](=[C:19]1[C:23](=O)[C:22]2[CH:25]=[CH:26][CH:27]=[CH:28][C:21]=2[S:20]1(=[O:30])=[O:29])([CH3:18])[CH3:17]>>[Cl:1]([O-:5])(=[O:4])(=[O:3])=[O:2].[CH3:18][C:16]1[C:19]2[S:20](=[O:30])(=[O:29])[C:21]3[CH:28]=[CH:27][CH:26]=[CH:25][C:22]=3[C:23]=2[N+:7]2[CH2:8][CH2:9][C:10]3[CH:11]=[CH:12][CH:13]=[CH:14][C:15]=3[C:6]=2[CH:17]=1 |f:0.1,3.4|. Procedure details: 3,4-Dihydroisoquinolinium perchlorate (1.2 g) and 2-isopropylidenebenzothien-3-one-1,1-dioxide (2 g) were heated together at 150° for 16 hours. The reaction mixture was triturated with hot methanol and filtered. The product was purified by recrystallization from acetonitrile. Yield 0.6 g, m.p. > 330°. Reactants: O=C([O-])[O-], ClCCl, CO, Cl, [K+], [K+], CC(=O)NCC1CN(c2ccc(C3=CCCN(C(=O)COC(C)=O)C3)c(F)c2)C(=O)O1, O. Yields the product CC(=O)NCC1CN(c2ccc(C3=CCCN(C(=O)CO)C3)c(F)c2)C(=O)O1. As a reaction SMILES: [C:32](=[O:33])([O-:34])[O-:35].[CH2:42]([Cl:43])[Cl:44].[CH3:39][OH:40].[ClH:38].[K+:36].[K+:37].[O:1]=[C:2]1[O:3][CH:4]([CH2:27][NH:28][C:29]([CH3:30])=[O:31])[CH2:5][N:6]1[c:7]1[cH:8][c:9]([F:26])[c:10]([C:13]2=[CH:18][CH2:17][CH2:16][N:15]([C:19]([CH2:20][O:21][C:22](=[O:23])[CH3:24])=[O:25])[CH2:14]2)[cH:11][cH:12]1.[OH2:41]>>[O:1]=[C:2]1[O:3][CH:4]([CH2:27][NH:28][C:29]([CH3:30])=[O:31])[CH2:5][N:6]1[c:7]1[cH:8][c:9]([F:26])[c:10]([C:13]2=[CH:18][CH2:17][CH2:16][N:15]([C:19]([CH2:20][OH:21])=[O:25])[CH2:14]2)[cH:11][cH:12]1. The reactants are SC=1NC2=C(N1)C=CC=C2 (2-mercapto-benzimidazole), ClC1=C(OCCCCCCSC=2SCC(N2)=O)C=CC(=C1)OC (2-{[6-(2-chloro-4-methoxyphenoxy)hexyl]thio}-4,5-dihydrothiazol-4-one), [OH-].[Na+] (sodium hydroxide). Solvent: CN(C)C=O (DMF). Run at time 4 day. The product is ClC1=C(OCCCCCCSC=2NC3=C(N2)C=CC=C3)C=CC(=C1)OC (2-[6-(2-chloro-4-methoxyphenoxy)-1-hexylthio]-benzimidazole). RXN SMILES: [SH:1][C:2]1[NH:3][C:4]2[CH:10]=[CH:9][CH:8]=[CH:7][C:5]=2[N:6]=1.[Cl:11][C:12]1[CH:31]=[C:30]([O:32][CH3:33])[CH:29]=[CH:28][C:13]=1[O:14][CH2:15][CH2:16][CH2:17][CH2:18][CH2:19][CH2:20]SC1SCC(=O)N=1.[OH-].[Na+]>CN(C=O)C>[Cl:11][C:12]1[CH:31]=[C:30]([O:32][CH3:33])[CH:29]=[CH:28][C:13]=1[O:14][CH2:15][CH2:16][CH2:17][CH2:18][CH2:19][CH2:20][S:1][C:2]1[NH:3][C:4]2[CH:10]=[CH:9][CH:8]=[CH:7][C:5]=2[N:6]=1 |f:2.3|. Procedure details: Stir at room temperature for four days 2.5 gms. 2-mercapto-benzimidazole, 2 gms. of the iodide prepared in Examples 2 and 3, 25 ml. DMF and 0.71 gm. sodium hydroxide in a reaction flask. Remove the solvent and partition with water/methylene chloride. Elute on a silica column with 100% methylene chloride then 50/50 ethylacetate/methylene chloride to obtain the title compound. MS: m/z 391 (M+) H1 -NMR-200 mHz-δH (CDCl3), 1.5-1.6 (4H,m), 1.7-1.9 (4H,m), 3.35 (2H,t,J 7Hz), 3.75 (3H,s) 3.95 (2H,t,J 6... Starting materials: COC(CCNC(C1=CC=C(C=C1)C(CCCC(C)C)OC=1C=NC(=CC1)Cl)=O)=O (3-{4-[1-(6-chloro-pyridin-3-yloxy)-5-methyl-hexyl]-benzoylamino}-propionic acid methyl ester), C(C)(C)(C)C1=CC=C(C=C1)B(O)O (4-tert-butyl phenyl boronic acid). Product: C(C)(C)(C)C1=CC=C(C=C1)C1=CC=C(C=N1)OC(CCCC(C)C)C1=CC=C(C(=O)NCCC(=O)O)C=C1 (3-(4-{1-[6-(4-tert-butyl-phenyl)-pyridin-3-yloxy]-5-methyl-hexyl}-benzoylamino)-propionic acid). As a reaction SMILES: C[O:2][C:3](=[O:30])[CH2:4][CH2:5][NH:6][C:7](=[O:29])[C:8]1[CH:13]=[CH:12][C:11]([CH:14]([O:21][C:22]2[CH:23]=[N:24][C:25](Cl)=[CH:26][CH:27]=2)[CH2:15][CH2:16][CH2:17][CH:18]([CH3:20])[CH3:19])=[CH:10][CH:9]=1.[C:31]([C:35]1[CH:40]=[CH:39][C:38](B(O)O)=[CH:37][CH:36]=1)([CH3:34])([CH3:33])[CH3:32]>>[C:31]([C:35]1[CH:40]=[CH:39][C:38]([C:25]2[N:24]=[CH:23][C:22]([O:21][CH:14]([C:11]3[CH:12]=[CH:13][C:8]([C:7]([NH:6][CH2:5][CH2:4][C:3]([OH:2])=[O:30])=[O:29])=[CH:9][CH:10]=3)[CH2:15][CH2:16][CH2:17][CH:18]([CH3:19])[CH3:20])=[CH:27][CH:26]=2)=[CH:37][CH:36]=1)([CH3:34])([CH3:33])[CH3:32]. Procedure: The title compounds are prepared in a manner substantially similar to Example 62 starting from 3-{4-[1-(6-chloro-pyridin-3-yloxy)-5-methyl-hexyl]-benzoylamino}-propionic acid methyl ester and 4-tert-butyl phenyl boronic acid. Isomer 1 MS: 515.2 [M−H]−; Isomer 2 MS: 515.2 [M−H]−.